From a dataset of the Open Reaction Database (ORD), a public repository of structured organic reaction records. describe an organic reaction: reactants, conditions, products, and yield Starting materials: BrCCCc1ccccc1, CCCc1nc2cc(NS(=O)(=O)c3ccc(F)cc3)ccc2n1CC(=O)OC(C)(C)C, CC#N, CCOC(C)=O, [K+], [K+], O=C([O-])[O-], O. Yields the product CCCc1nc2cc(N(CCCc3ccccc3)S(=O)(=O)c3ccc(F)cc3)ccc2n1CC(=O)OC(C)(C)C. RXN SMILES: [Br:1][CH2:2][CH2:3][CH2:4][c:5]1[cH:6][cH:7][cH:8][cH:9][cH:10]1.[C:17]([CH3:18])([CH3:19])([CH3:20])[O:21][C:22]([CH2:23][n:24]1[c:25]([CH2:44][CH2:45][CH3:46])[n:26][c:27]2[c:28]1[cH:29][cH:30][c:31]([NH:33][S:34](=[O:35])(=[O:36])[c:37]1[cH:38][cH:39][c:40]([F:43])[cH:41][cH:42]1)[cH:32]2)=[O:47].[CH3:48][C:49]#[N:50].[CH3:51][CH2:52][O:53][C:54]([CH3:55])=[O:56].[K+:11].[K+:12].[O-:13][C:14]([O-:15])=[O:16].[OH2:57]>>[CH2:2]([CH2:3][CH2:4][c:5]1[cH:6][cH:7][cH:8][cH:9][cH:10]1)[N:33]([c:31]1[cH:30][cH:29][c:28]2[n:24]([CH2:23][C:22]([O:21][C:17]([CH3:18])([CH3:19])[CH3:20])=[O:47])[c:25]([CH2:44][CH2:45][CH3:46])[n:26][c:27]2[cH:32]1)[S:34](=[O:35])(=[O:36])[c:37]1[cH:38][cH:39][c:40]([F:43])[cH:41][cH:42]1. Reactants: [H-].[Na+] (NaH), CI (methyl iodide), OC(C(C)C)(C)C1=NC2=C3N=CC=CC3=CC=C2C=C1 (1-hydroxy-1,2-dimethylpropyl phenanthroline). Yields the product COC(C(C)C)(C)C1=NC2=C3N=CC=CC3=CC=C2C=C1 (2-[(1-Methoxy-1,2-dimethylpropyl)]-1,10-phenanthroline). Isolated yield 100.3%. As a reaction SMILES: [H-].[Na+].[CH3:3]I.[OH:5][C:6]([C:11]1[CH:24]=[CH:23][C:22]2[C:13](=[C:14]3[C:19](=[CH:20][CH:21]=2)[CH:18]=[CH:17][CH:16]=[N:15]3)[N:12]=1)([CH3:10])[CH:7]([CH3:9])[CH3:8]>>[CH3:3][O:5][C:6]([C:11]1[CH:24]=[CH:23][C:22]2[C:13](=[C:14]3[C:19](=[CH:20][CH:21]=2)[CH:18]=[CH:17][CH:16]=[N:15]3)[N:12]=1)([CH3:10])[CH:7]([CH3:9])[CH3:8] |f:0.1|. Procedure: By employing General Procedure II, NaH (0.020 g, 0.74 mmol), methyl iodide (0.046 mL, 0.74 mmol), and the corresponding 1-hydroxy-1,2-dimethylpropyl phenanthroline (0.052 g, 0.185 mmol), prepared as described by Example 4, were reacted to yield 0.052 g (70% yield) of the title methyl ether as a colorless oil: 1H NMR (300 MHz, CDCl3) δ9.24 (dd, J=4.40, 1.80 Hz, Hp9), 8.24 (dd, J=8.10, 1.80 Hz, Hp7), 8.11 (d, J=8.40 Hz, Hp4), 7.88 (d, J=8.40 Hz, Hp3), 7.81 and 7.74 (two d, J=8.80 Hz, Hp5 and Hp6),... Reactants: C1(=C(C=CC=C1)CC(=O)O)C (o-Tolylacetic acid), C1CC(=O)N(C1=O)Br (NBS), CC(C)(C#N)N=NC(C)(C)C#N (AIBN). As a reaction SMILES: [C:1]1([CH3:11])[CH:6]=[CH:5][CH:4]=[CH:3][C:2]=1[CH2:7][C:8]([OH:10])=[O:9].C1C(=O)N([Br:19])C(=O)C1.CC(N=N[C:27]([C:30]#N)(C)C)(C#N)C>>[Br:19][CH2:11][C:1]1[CH:6]=[CH:5][CH:4]=[CH:3][C:2]=1[CH2:7][C:8]([O:10][CH2:27][CH3:30])=[O:9]. Reported procedure: o-Tolylacetic acid was brominated with NBS and AIBN as described in Example 21 to give ethyl o-bromomethylphenylacetate, and this was reacted with triethyl phosphite as described in Example 2. Yields the product BrCC1=C(C=CC=C1)CC(=O)OCC (ethyl o-bromomethylphenylacetate).